From a dataset of the Open Reaction Database (ORD), a public repository of structured organic reaction records. describe an organic reaction: reactants, conditions, products, and yield Reactants: CCCCc1nc(C)n(-c2cccc(C(C)O)c2)c(=O)c1Cc1ccc(-c2ccccc2-c2noc(=O)[nH]2)cc1, CCOC(C)=O, CC#N, [Na+], [Na+], O, O=S([O-])([O-])=S. The product is CCCCc1nc(C)n(-c2cccc(C(C)=O)c2)c(=O)c1Cc1ccc(-c2ccccc2-c2noc(=O)[nH]2)cc1. As a reaction SMILES: [CH2:1]([CH2:2][CH2:3][CH3:4])[c:5]1[c:6]([CH2:22][c:23]2[cH:24][cH:25][c:26](-[c:29]3[c:30](-[c:35]4[n:36][o:37][c:38](=[O:40])[nH:39]4)[cH:31][cH:32][cH:33][cH:34]3)[cH:27][cH:28]2)[c:7](=[O:21])[n:8](-[c:12]2[cH:13][c:14]([CH:18]([CH3:19])[OH:20])[cH:15][cH:16][cH:17]2)[c:9]([CH3:11])[n:10]1.[CH3:41][CH2:42][O:43][C:44](=[O:45])[CH3:46].[CH3:55][C:56]#[N:57].[Na+:53].[Na+:54].[OH2:47].[S:48]([O-:49])([O-:50])(=[O:51])=[S:52]>>[CH2:1]([CH2:2][CH2:3][CH3:4])[c:5]1[c:6]([CH2:22][c:23]2[cH:24][cH:25][c:26](-[c:29]3[c:30](-[c:35]4[n:36][o:37][c:38](=[O:40])[nH:39]4)[cH:31][cH:32][cH:33][cH:34]3)[cH:27][cH:28]2)[c:7](=[O:21])[n:8](-[c:12]2[cH:13][c:14]([C:18]([CH3:19])=[O:20])[cH:15][cH:16][cH:17]2)[c:9]([CH3:11])[n:10]1. The reactants are C(CC)[C@@H]1CC[C@H](CC1)[Si@@H]1CC[C@H](CC1)CBr (trans-1-(trans-4-n-propylcyclohexyl)-4-bromomethyl-1-silacyclohexane), [Mg] (magnesium), FC1=CC=C(CBr)C=C1 (p-fluorobenzyl bromide). Reagents/catalysts: [Cu](I)I (copper iodide), C(C)OP(=O)(OCC)OCC (triethylphosphate). Solvent: C1CCOC1 (THF), C1CCOC1 (THF). The product is C(CC)[C@@H]1CC[C@H](CC1)[Si@@H]1CC[C@H](CC1)CCC1=CC=C(C=C1)F (trans-1-(trans-4-n-propylcyclohexyl)-4-(2-(4-fluorophenyl) ethyl)-1-silacyclohexane). The yield is 88.0%. RXN SMILES: [CH2:1]([C@H:4]1[CH2:9][CH2:8][C@H:7]([Si@H:10]2[CH2:15][CH2:14][C@H:13]([CH2:16]Br)[CH2:12][CH2:11]2)[CH2:6][CH2:5]1)[CH2:2][CH3:3].[Mg].[F:19][C:20]1[CH:27]=[CH:26][C:23]([CH2:24]Br)=[CH:22][CH:21]=1>[Cu](I)I.C(OP(OCC)(OCC)=O)C.C1COCC1>[CH2:1]([C@H:4]1[CH2:9][CH2:8][C@H:7]([Si@H:10]2[CH2:15][CH2:14][C@H:13]([CH2:16][CH2:24][C:23]3[CH:26]=[CH:27][C:20]([F:19])=[CH:21][CH:22]=3)[CH2:12][CH2:11]2)[CH2:6][CH2:5]1)[CH2:2][CH3:3]. Procedure details: 6.3 g (20 mmol) of trans-1-(trans-4-n-propylcyclohexyl)-4-bromomethyl-1-silacyclohexane was dripped into a mixture of 0.5 g (21 mmol) of magnesium and 50 ml of THF to obtain a Grignard's reagent. This solution was then dripped into a 50 ml THF solution of 50 mg of triethylphosphate, 10 mg of copper iodide (I) and 3.9 g (20 mmol) of p-fluorobenzyl bromide. After a conventional after treatment, 6.1 g (yield 85%) of trans-1-(trans-4-n-propylcyclohexyl)-4-(2-(4-fluorophenyl) ethyl)-1-silacyclohexane... Starting materials: O (water), [H-].[Na+] (Sodium hydride), [N+](=O)([O-])C1=CC=CC=2NC(COC21)=O (8-nitro-2 H-1,4-benzoxazin-3(4 H)-one), CI (methyl iodide). Run in CN(C=O)C (N,N-dimethylformamide). Conditions: time 10 minute. Product: CN1C(COC2=C1C=CC=C2[N+](=O)[O-])=O (4-methyl-8-nitro-2 H-1,4-benzoxazin-3(4 H)-one). RXN SMILES: [H-].[Na+].[N+:3]([C:6]1[C:15]2[O:14][CH2:13][C:12](=[O:16])[NH:11][C:10]=2[CH:9]=[CH:8][CH:7]=1)([O-:5])=[O:4].[CH3:17]I.O>CN(C)C=O>[CH3:17][N:11]1[C:10]2[CH:9]=[CH:8][CH:7]=[C:6]([N+:3]([O-:5])=[O:4])[C:15]=2[O:14][CH2:13][C:12]1=[O:16] |f:0.1|. Reported procedure: Sodium hydride (60%) (300 mg, 7.50 mmol) was added to a solution of 8-nitro-2 H-1,4-benzoxazin-3(4 H)-one (971 mg, 5.00 mmol) in N,N-dimethylformamide (15 mL) at room temperature, the mixture was stirred for 10 min, and then methyl iodide (374 μL, 6.00 mmol) was added dropwise thereto. The mixture was stirred at room temperature for 3 hr and water was added to the reaction mixture. The resulting precipitate was collected by filtration, washed with ethyl acetate and water, and then dried at 60° C... The reactants are NC1=C(N(C2=CC(=CC=C12)Cl)C(=O)OCC)C(=O)C1=NC(=CC=C1)C (3-amino-6-chloro-1-(ethoxycarbonyl)-2-(6-methylpyridine-2-carbonyl)indole). Run in C(C)(=O)OCC (ethyl acetate). Product: NC1=C(NC2=CC(=CC=C12)Cl)C(=O)C1=NC(=CC=C1)C (3-Amino-6-chloro-2-(6-methylpyridine-2-carbonyl)indole). RXN SMILES: [NH2:1][C:2]1[C:10]2[C:5](=[CH:6][C:7]([Cl:11])=[CH:8][CH:9]=2)[N:4](C(OCC)=O)[C:3]=1[C:17]([C:19]1[CH:24]=[CH:23][CH:22]=[C:21]([CH3:25])[N:20]=1)=[O:18]>C(OCC)(=O)C>[NH2:1][C:2]1[C:10]2[C:5](=[CH:6][C:7]([Cl:11])=[CH:8][CH:9]=2)[NH:4][C:3]=1[C:17]([C:19]1[CH:24]=[CH:23][CH:22]=[C:21]([CH3:25])[N:20]=1)=[O:18]. Procedure: The title compound was prepared according to the procedure described in step 2 of Example 1 from 3-amino-6-chloro-1-(ethoxycarbonyl)-2-(6-methylpyridine-2-carbonyl)indole (Example 111, step 1). m.p.: 210-211° C. (ethyl acetate) Starting materials: isobutyl aldehyde, C(C(O)C)(=O)O (lactic acid), C1(=CC=C(C=C1)S(=O)(=O)O)C (p-toluene sulfonic acid). The solvent is CCCCC (n-pentane). Product: CC1C(OC(O1)C(C)C)=O (5-methyl-2-isopropyl-1,3-dioxolan-4-one). Isolated yield 82.5%. RXN SMILES: [C:1]([OH:6])(=[O:5])[CH:2]([CH3:4])[OH:3].[C:7]1([CH3:17])[CH:12]=CC(S(O)(=O)=O)=C[CH:8]=1>CCCCC>[CH3:4][CH:2]1[O:3][CH:8]([CH:7]([CH3:17])[CH3:12])[O:5][C:1]1=[O:6]. Procedure: 43.6 g (0.60 mol) of isobutyl aldehyde, 62.5 g (0.55 mol) of ferment lactic acid, and 1.06 g (0.05 mmol) of p-toluene sulfonic acid were dissolved in 50 ml of n-pentane, and the mixture was refluxed for 8 hours in a 500-ml flask attached to a reflux condenser comprising a Dean-Stark fractionator. After the reaction, the reaction mixture was neutralized and washed with a sodium bicarbonate aqueous solution, followed by extraction with ether. Thereafter, the ether solution was dried with anhydrous... The reactants are O=C1CCC(=O)N1Br, ClC(Cl)(Cl)Cl, CCOC(=O)CC(=O)c1ccccc1OC, O. Yields the product CCOC(=O)C(Br)C(=O)c1ccccc1OC. Reaction SMILES: [Br:17][N:18]1[C:19](=[O:20])[CH2:21][CH2:22][C:23]1=[O:24].[C:26]([Cl:27])([Cl:28])([Cl:29])[Cl:30].[CH2:1]([CH3:2])[O:3][C:4]([CH2:5][C:6](=[O:7])[c:8]1[c:9]([O:14][CH3:15])[cH:10][cH:11][cH:12][cH:13]1)=[O:16].[OH2:25]>>[CH2:1]([CH3:2])[O:3][C:4]([CH:5]([C:6](=[O:7])[c:8]1[c:9]([O:14][CH3:15])[cH:10][cH:11][cH:12][cH:13]1)[Br:17])=[O:16]. The reactants are CN(C)C=O, COc1ccc2c(=O)c3ccc(F)cc3oc2c1, N#C[Na], O. Yields the product COc1ccc2c(=O)c3ccc(C#N)cc3oc2c1. Reaction SMILES: [CH3:23][N:24]([CH3:25])[CH:26]=[O:27].[F:4][c:5]1[cH:6][cH:7][c:8]2[c:9](=[O:21])[c:10]3[cH:11][cH:12][c:13]([O:19][CH3:20])[cH:14][c:15]3[o:16][c:17]2[cH:18]1.[Na:1][C:2]#[N:3].[OH2:22]>>[C:2](#[N:3])[c:5]1[cH:6][cH:7][c:8]2[c:9](=[O:21])[c:10]3[cH:11][cH:12][c:13]([O:19][CH3:20])[cH:14][c:15]3[o:16][c:17]2[cH:18]1. Starting materials: CC1(C)C2CCC1(CS(=O)(=O)O)C(=O)C2, COc1ccc2c(c1)C(O)(CC#N)C(C)(C)CC2, Cc1ccccc1, [Na+], O=C([O-])O. The product is COc1ccc2c(c1)C(=CC#N)C(C)(C)CC2. As a reaction SMILES: [C:19]12([CH2:20][S:21]([OH:22])(=[O:23])=[O:24])[C:25]([CH3:26])([CH3:27])[CH:28]([CH2:29][CH2:30]1)[CH2:31][C:32]2=[O:33].[C:1](#[N:2])[CH2:3][C:4]1([OH:18])[C:5]([CH3:16])([CH3:17])[CH2:6][CH2:7][c:8]2[cH:9][cH:10][c:11]([O:14][CH3:15])[cH:12][c:13]21.[CH3:39][c:40]1[cH:41][cH:42][cH:43][cH:44][cH:45]1.[Na+:34].[OH:35][C:36](=[O:37])[O-:38]>>[C:1](#[N:2])[CH:3]=[C:4]1[C:5]([CH3:16])([CH3:17])[CH2:6][CH2:7][c:8]2[cH:9][cH:10][c:11]([O:14][CH3:15])[cH:12][c:13]21. Reactants: CC1=C(C(=O)NC=2SC(=C(N2)C(=O)OC)C2=CC(=CC=C2)C(F)(F)F)C=CN=C1 (Methyl 2-(3-methylisonicotinamido)-5-(3-(trifluoromethyl)phenyl)thiazole-4-carboxylate), Cl (HCl). Run in CCOCC (Et2O), CCOCC (Et2O). The product is Cl.CC1=C(C(=O)NC=2SC(=C(N2)C(=O)OC)C2=CC(=CC=C2)C(F)(F)F)C=CN=C1 (Methyl 2-(3-methylisonicotinamido)-5-(3-(trifluoromethyl)phenyl)thiazole-4-carboxylate hydrochloride). Reaction SMILES: [CH3:1][C:2]1[CH:29]=[N:28][CH:27]=[CH:26][C:3]=1[C:4]([NH:6][C:7]1[S:8][C:9]([C:16]2[CH:21]=[CH:20][CH:19]=[C:18]([C:22]([F:25])([F:24])[F:23])[CH:17]=2)=[C:10]([C:12]([O:14][CH3:15])=[O:13])[N:11]=1)=[O:5].[ClH:30]>CCOCC>[ClH:30].[CH3:1][C:2]1[CH:29]=[N:28][CH:27]=[CH:26][C:3]=1[C:4]([NH:6][C:7]1[S:8][C:9]([C:16]2[CH:21]=[CH:20][CH:19]=[C:18]([C:22]([F:24])([F:25])[F:23])[CH:17]=2)=[C:10]([C:12]([O:14][CH3:15])=[O:13])[N:11]=1)=[O:5] |f:3.4|. Procedure: A solution of Compound 36 (21 mg, 0.05 mmol) in 1 mL of Et2O was treated with 0.1 mL of 2M HCl in Et2O. The precipitate formed was collected, washed with Et2O and dried to give Compound 111 (20 mg) as a white solid.